This data is from the Open Reaction Database (ORD), a public repository of structured organic reaction records. The task is: describe an organic reaction: reactants, conditions, products, and yield Reactants: BrC1=CC=C(C=C1)C1=NSC2=C1C=CC(=C2)OCCCBr (3-(4-Bromo-phenyl)-6-(3-bromo-propoxy)-benzo[d]isothiazole), C(C#C)N (Prop-2-ynylamine). Product: BrC1=CC=C(C=C1)C1=NSC2=C1C=CC(=C2)OCCCNCC#C ({3-[3-(4-Bromo-phenyl)-benzo[d]isothiazol-6-yloxy]-propyl}-prop-2-ynyl-amine). As a reaction SMILES: [Br:1][C:2]1[CH:7]=[CH:6][C:5]([C:8]2[C:12]3[CH:13]=[CH:14][C:15]([O:17][CH2:18][CH2:19][CH2:20]Br)=[CH:16][C:11]=3[S:10][N:9]=2)=[CH:4][CH:3]=1.[CH2:22]([NH2:25])[C:23]#[CH:24]>>[Br:1][C:2]1[CH:7]=[CH:6][C:5]([C:8]2[C:12]3[CH:13]=[CH:14][C:15]([O:17][CH2:18][CH2:19][CH2:20][NH:25][CH2:22][C:23]#[CH:24])=[CH:16][C:11]=3[S:10][N:9]=2)=[CH:4][CH:3]=1. Procedure details: In analogy to example 3.1, 3-(4-Bromo-phenyl)-6-(3-bromo-propoxy)-benzo[d]isothiazole and Prop-2-ynylamine were converted to yield {3-[3-(4-Bromo-phenyl)-benzo[d]isothiazol-6-yloxy]-propyl}-prop-2-ynyl-amine as off-white semisolid, MS: 401 (MH+, 1Br). Reactants: NC1=C(C=C(C=N1)C1=CC=C(C(=O)O)C=C1)OCC1=C(C=CC=C1Cl)Cl (4-[6-amino-5-(2,6-dichloro-benzyloxy)-pyridin-3-yl]-benzoic acid), N1(CCCC1)C[C@@H]1NCCC1 ((2R)-2-pyrrolidin-1-ylmethyl-pyrrolidine). Yields the product NC1=C(C=C(C=N1)C1=CC=C(C=C1)C(=O)N1[C@H](CCC1)CN1CCCC1)OCC1=C(C=CC=C1Cl)Cl ({4-[6-Amino-5-(2,6-dichloro-benzyloxy)-pyridin-3-yl]-phenyl)[(2R)-2-pyrrolidin-1-ylmethyl-pyrrolidin-1-yl]-methanone). Reaction SMILES: [NH2:1][C:2]1[N:7]=[CH:6][C:5]([C:8]2[CH:16]=[CH:15][C:11]([C:12]([OH:14])=O)=[CH:10][CH:9]=2)=[CH:4][C:3]=1[O:17][CH2:18][C:19]1[C:24]([Cl:25])=[CH:23][CH:22]=[CH:21][C:20]=1[Cl:26].[N:27]1([CH2:32][C@H:33]2[CH2:37][CH2:36][CH2:35][NH:34]2)[CH2:31][CH2:30][CH2:29][CH2:28]1>>[NH2:1][C:2]1[N:7]=[CH:6][C:5]([C:8]2[CH:9]=[CH:10][C:11]([C:12]([N:34]3[CH2:35][CH2:36][CH2:37][C@@H:33]3[CH2:32][N:27]3[CH2:31][CH2:30][CH2:29][CH2:28]3)=[O:14])=[CH:15][CH:16]=2)=[CH:4][C:3]=1[O:17][CH2:18][C:19]1[C:20]([Cl:26])=[CH:21][CH:22]=[CH:23][C:24]=1[Cl:25]. Reported procedure: {4-[6-Amino-5-(2,6-dichloro-benzyloxy)-pyridin-3-yl]-phenyl)[(2R)-2-pyrrolidin-1-ylmethyl-pyrrolidin-1-yl]-methanone was prepared from 4-[6-amino-5-(2,6-dichloro-benzyloxy)-pyridin-3-yl]-benzoic acid and (2R)-2-pyrrolidin-1-ylmethyl-pyrrolidine following procedure 4. The reactants are BrB(Br)Br, CCC1COC(c2ccc(-c3cc(Oc4ccc(S(C)(=O)=O)nc4)cc(OC(C)COC)c3)[nH]2)=N1, ClCCl, [Na+], O=C([O-])O. Product: CCC1COC(c2ccc(-c3cc(Oc4ccc(S(C)(=O)=O)nc4)cc(OC(C)CO)c3)[nH]2)=N1. Reaction SMILES: [B:36]([Br:37])([Br:38])[Br:39].[CH2:1]([CH3:2])[CH:3]1[N:4]=[C:5]([c:8]2[cH:9][cH:10][c:11](-[c:13]3[cH:14][c:15]([O:16][c:17]4[cH:18][cH:19][c:20]([S:23](=[O:24])(=[O:25])[CH3:26])[n:21][cH:22]4)[cH:27][c:28]([O:30][CH:31]([CH2:32][O:33][CH3:34])[CH3:35])[cH:29]3)[nH:12]2)[O:6][CH2:7]1.[CH2:45]([Cl:46])[Cl:47].[Na+:40].[OH:41][C:42](=[O:43])[O-:44]>>[CH2:1]([CH3:2])[CH:3]1[N:4]=[C:5]([c:8]2[cH:9][cH:10][c:11](-[c:13]3[cH:14][c:15]([O:16][c:17]4[cH:18][cH:19][c:20]([S:23](=[O:24])(=[O:25])[CH3:26])[n:21][cH:22]4)[cH:27][c:28]([O:30][CH:31]([CH2:32][OH:33])[CH3:35])[cH:29]3)[nH:12]2)[O:6][CH2:7]1. The reactants are C(C=C)C1=C(OCC(=O)O)C=CC=C1C(F)(F)F (2-allyl-3-trifluoromethyl-phenoxy-acetic acid), S(=O)(Cl)Cl (thionyl chloride). Yields the product C(C=C)C1=C(OCC(=O)Cl)C=CC=C1C(F)(F)F (2-allyl-3-trifluoromethyl-phenoxy-acetic acid chloride). As a reaction SMILES: [CH2:1]([C:4]1[C:14]([C:15]([F:18])([F:17])[F:16])=[CH:13][CH:12]=[CH:11][C:5]=1[O:6][CH2:7][C:8](O)=[O:9])[CH:2]=[CH2:3].S(Cl)([Cl:21])=O>>[CH2:1]([C:4]1[C:14]([C:15]([F:18])([F:17])[F:16])=[CH:13][CH:12]=[CH:11][C:5]=1[O:6][CH2:7][C:8]([Cl:21])=[O:9])[CH:2]=[CH2:3]. Reported procedure: 7 g of the product of Step D in 50 ml of thionyl chloride was refluxed for 2 hours and after concentrating, the residue was taken up in toluene. The solvents were eliminated under reduced pressure and the crude product obtained was used as is for Step F. The reactants are FC=1C=C(C(=O)N(C2=C(C=CC(=C2)OC)[C@H]2CC=3C=CC(=CC3CC2)OC(C(C)(C)C)=O)C(C)C)C=CC1O (pivalic acid (R)-6-{2-[(3-fluoro-4-hydroxybenzoyl)isopropylamino]-4-methoxyphenyl}-5,6,7,8-tetrahydronaphthalen-2-yl ester), ClCC(=O)N(CC)CC (2-chloro-N,N-diethylacetamide). Product: C(C)N(CCOC1=C(C=C(CN(C2=C(C=CC(=C2)OC)[C@H]2CC=3C=CC(=CC3CC2)O)C(C)C)C=C1)F)CC ((R)-6-{2-{[4-(2-Diethylaminoethoxy)-3-fluorobenzyl]isopropylamino}-4-methoxyphenyl}-5,6,7,8-tetrahydronaphthalen-2-ol). The yield is 38.5%. As a reaction SMILES: [F:1][C:2]1[CH:3]=[C:4]([CH:36]=[CH:37][C:38]=1[OH:39])[C:5]([N:7]([CH:33]([CH3:35])[CH3:34])[C:8]1[CH:13]=[C:12]([O:14][CH3:15])[CH:11]=[CH:10][C:9]=1[C@@H:16]1[CH2:25][CH2:24][C:23]2[CH:22]=[C:21]([O:26]C(=O)C(C)(C)C)[CH:20]=[CH:19][C:18]=2[CH2:17]1)=O.Cl[CH2:41][C:42]([N:44]([CH2:47][CH3:48])[CH2:45][CH3:46])=O>>[CH2:42]([N:44]([CH2:47][CH3:48])[CH2:45][CH2:46][O:39][C:38]1[CH:37]=[CH:36][C:4]([CH2:5][N:7]([CH:33]([CH3:35])[CH3:34])[C:8]2[CH:13]=[C:12]([O:14][CH3:15])[CH:11]=[CH:10][C:9]=2[C@@H:16]2[CH2:25][CH2:24][C:23]3[CH:22]=[C:21]([OH:26])[CH:20]=[CH:19][C:18]=3[CH2:17]2)=[CH:3][C:2]=1[F:1])[CH3:41]. Procedure: Synthesized from pivalic acid (R)-6-{2-[(3-fluoro-4-hydroxybenzoyl)isopropylamino]-4-methoxyphenyl}-5,6,7,8-tetrahydronaphthalen-2-yl ester (21 mg) and 2-chloro-N,N-diethylacetamide (12 mg) according to an analogous synthetic method to Example 404 and purified by LC-MS, the title compound (8.1 mg) was obtained. The reactants are CCOC(=O)C1CCN(C(=O)N2CCC(Nc3ccc(CCNCC(O)c4ccc(O)c(NS(C)(=O)=O)c4)cc3)CC2)CC1, CO, Cl, [Na+], [OH-]. Yields the product CS(=O)(=O)Nc1cc(C(O)CNCCc2ccc(NC3CCN(C(=O)N4CCC(C(=O)O)CC4)CC3)cc2)ccc1O. RXN SMILES: [CH2:1]([CH3:2])[O:3][C:4](=[O:5])[CH:6]1[CH2:7][CH2:8][N:9]([C:12](=[O:13])[N:14]2[CH2:15][CH2:16][CH:17]([NH:20][c:21]3[cH:22][cH:23][c:24]([CH2:27][CH2:28][NH:29][CH2:30][CH:31]([c:32]4[cH:33][c:34]([NH:39][S:40](=[O:41])(=[O:42])[CH3:43])[c:35]([OH:38])[cH:36][cH:37]4)[OH:44])[cH:25][cH:26]3)[CH2:18][CH2:19]2)[CH2:10][CH2:11]1.[CH3:48][OH:49].[ClH:47].[Na+:46].[OH-:45]>>[O:3]=[C:4]([OH:5])[CH:6]1[CH2:7][CH2:8][N:9]([C:12](=[O:13])[N:14]2[CH2:15][CH2:16][CH:17]([NH:20][c:21]3[cH:22][cH:23][c:24]([CH2:27][CH2:28][NH:29][CH2:30][CH:31]([c:32]4[cH:33][c:34]([NH:39][S:40](=[O:41])(=[O:42])[CH3:43])[c:35]([OH:38])[cH:36][cH:37]4)[OH:44])[cH:25][cH:26]3)[CH2:18][CH2:19]2)[CH2:10][CH2:11]1. The reactants are CC1=CC=CC(=N1)NCC1CC2(CCCC2)CCN1C(=O)OC(C)(C)C ((±)tert-butyl 7-(((6-methylpyridin-2-yl)amino)methyl)-8-azaspiro[4.5]decane-8-carboxylate), CC1=CC=CC(=N1)NCC1CC2(CCCC2)CCN1C(=O)OC(C)(C)C ((±)tert-butyl 7-(((6-methylpyridin-2-yl)amino)methyl)-8-azaspiro[4.5]decane-8-carboxylate), FC(C(=O)O)(F)F (trifluoroacetic acid). Solvent: ClCCl (dichloromethane). Reaction conditions: temperature 0 celsius, time 1 hour. The product is C1CCCC12CC(NCC2)CNC2=NC(=CC=C2)C ((±)N-(8-azaspiro[4.5]decan-7-ylmethyl)-6-methylpyridin-2-amine). Yield: 95.8%. As a reaction SMILES: [CH3:1][C:2]1[N:7]=[C:6]([NH:8][CH2:9][CH:10]2[N:19](C(OC(C)(C)C)=O)[CH2:18][CH2:17][C:12]3([CH2:16][CH2:15][CH2:14][CH2:13]3)[CH2:11]2)[CH:5]=[CH:4][CH:3]=1.FC(F)(F)C(O)=O>ClCCl>[CH2:13]1[C:12]2([CH2:17][CH2:18][NH:19][CH:10]([CH2:9][NH:8][C:6]3[CH:5]=[CH:4][CH:3]=[C:2]([CH3:1])[N:7]=3)[CH2:11]2)[CH2:16][CH2:15][CH2:14]1. Procedure: (±)tert-butyl 7-(((6-methylpyridin-2-yl)amino)methyl)-8-azaspiro[4.5]decane-8-carboxylate (intermediate 73, 1.3 g, 3.62 mmol) was dissolved in dichloromethane (10 ml) and cooled to 0° C., then trifluoroacetic acid (30 ml) was added. After 1 hour at 0° C. and 2 hours at room temperature the solution was evaporated, the residue re-dissolved in dichloromethane was washed with saturated NaHCO3 aqueous solution. The organic layers were dried (Na2SO4) and concentrated under vacuum to obtain 900 mg of ... The solvent is C1CCOC1 (THF). As a reaction SMILES: [Cl:1][C:2]1[CH:7]=[C:6]([Cl:8])[CH:5]=[CH:4][C:3]=1[C:9]1[N:10]=[CH:11][N:12]([CH3:21])[C:13]=1[C:14]1[CH:19]=[CH:18][C:17]([Cl:20])=[CH:16][CH:15]=1.C([Li])CCC.Cl[C:28]([O:30][CH2:31][CH3:32])=[O:29]>C1COCC1>[Cl:1][C:2]1[CH:7]=[C:6]([Cl:8])[CH:5]=[CH:4][C:3]=1[C:9]1[N:10]=[C:11]([C:28]([O:30][CH2:31][CH3:32])=[O:29])[N:12]([CH3:21])[C:13]=1[C:14]1[CH:19]=[CH:18][C:17]([Cl:20])=[CH:16][CH:15]=1. Product: ClC1=C(C=CC(=C1)Cl)C=1N=C(N(C1C1=CC=C(C=C1)Cl)C)C(=O)OCC (Ethyl 4-(2,4-dichlorophenyl)-5-(4-chlorophenyl)-1-methylimidazole-2-carboxylate). Reactants: ClC(=O)OCC (ethyl chloroformate), C(CCC)[Li] (n-butyl lithium), hexanes, ClC1=C(C=CC(=C1)Cl)C=1N=CN(C1C1=CC=C(C=C1)Cl)C (4-(2,4-dichlorophenyl)-5-(4-chlorophenyl)-1-methylimidazole). Run at time 1 hour. Procedure details: To a solution of 4-(2,4-dichlorophenyl)-5-(4-chlorophenyl)-1-methylimidazole (72 mg, 0.21 mmol) from Example 32, Step C (lower Rf isomer) in THF (3 mL) cooled to −70° C. in a dry ice/acetone bath was added 1.6N n-butyl lithium in hexanes (0.160 mL, 0.26 mmol). The reaction was stirred for 1 hr and then ethyl chloroformate (0.045 mL, 42 mmol) was added via syringe. The reaction was allowed to warm to rt for 1 hr and was then quenched with aq. sodium bicarbonate and extracted twice with ethyl acet... Reactants: CCCCc1nc(C)n(-c2cccc(Br)c2)c(=O)c1Cc1ccc(-c2ccccc2C#N)cc1, CN(C)C=O, CCOC(C)=O, C=C[Sn](CCCC)(CCCC)CCCC, [Cl-], [F-], [K+], [Li+], Cl[Pd]Cl, c1ccc(P(c2ccccc2)c2ccccc2)cc1, c1ccc(P(c2ccccc2)c2ccccc2)cc1. Yields the product C=Cc1cccc(-n2c(C)nc(CCCC)c(Cc3ccc(-c4ccccc4C#N)cc3)c2=O)c1. As a reaction SMILES: [Br:1][c:2]1[cH:3][c:4](-[n:8]2[c:9]([CH3:34])[n:10][c:11]([CH2:30][CH2:31][CH2:32][CH3:33])[c:12]([CH2:15][c:16]3[cH:17][cH:18][c:19](-[c:22]4[c:23]([C:28]#[N:29])[cH:24][cH:25][cH:26][cH:27]4)[cH:20][cH:21]3)[c:13]2=[O:14])[cH:5][cH:6][cH:7]1.[CH3:54][N:55]([CH3:56])[CH:57]=[O:58].[CH3:59][CH2:60][O:61][C:62](=[O:63])[CH3:64].[CH:35](=[CH2:36])[Sn:37]([CH2:38][CH2:39][CH2:40][CH3:41])([CH2:42][CH2:43][CH2:44][CH3:45])[CH2:46][CH2:47][CH2:48][CH3:49].[Cl-:51].[F-:52].[K+:53].[Li+:50].[Pd:65]([Cl:66])[Cl:67].[c:68]1([P:69]([c:70]2[cH:71][cH:72][cH:73][cH:74][cH:75]2)[c:76]2[cH:77][cH:78][cH:79][cH:80][cH:81]2)[cH:82][cH:83][cH:84][cH:85][cH:86]1.[c:87]1([P:88]([c:89]2[cH:90][cH:91][cH:92][cH:93][cH:94]2)[c:95]2[cH:96][cH:97][cH:98][cH:99][cH:100]2)[cH:101][cH:102][cH:103][cH:104][cH:105]1>>[c:2]1([CH:35]=[CH2:36])[cH:3][c:4](-[n:8]2[c:9]([CH3:34])[n:10][c:11]([CH2:30][CH2:31][CH2:32][CH3:33])[c:12]([CH2:15][c:16]3[cH:17][cH:18][c:19](-[c:22]4[c:23]([C:28]#[N:29])[cH:24][cH:25][cH:26][cH:27]4)[cH:20][cH:21]3)[c:13]2=[O:14])[cH:5][cH:6][cH:7]1. Reaction SMILES: [CH3:1][CH2:2][N:3]=[C:4]=[N:5][CH2:6][CH2:7][CH2:8][N:9]([CH3:10])[CH3:11].[CH3:24][C:25]1([c:28]2[cH:29][c:30]([NH:40][C:41](=[O:42])[NH:43][c:44]3[cH:45][n:46][c:47]([O:54][CH:55]4[CH2:56][CH2:57][NH:58][CH2:59][CH2:60]4)[c:48]4[cH:49][cH:50][cH:51][cH:52][c:53]34)[n:31](-[c:33]3[cH:34][cH:35][c:36]([CH3:39])[cH:37][cH:38]3)[n:32]2)[CH2:26][CH2:27]1.[CH3:61][C:62]1([C:65](=[O:66])[OH:67])[CH2:63][CH2:64]1.[CH:68]([N:69]([CH2:70][CH3:71])[CH:72]([CH3:73])[CH3:74])([CH3:75])[CH3:76].[Cl:77][CH2:78][Cl:79].[ClH:22].[ClH:23].[OH:12][n:13]1[c:14]2[c:15]([cH:16][cH:17][cH:18][cH:19]2)[n:20][n:21]1>>[CH3:24][C:25]1([c:28]2[cH:29][c:30]([NH:40][C:41](=[O:42])[NH:43][c:44]3[cH:45][n:46][c:47]([O:54][CH:55]4[CH2:56][CH2:57][N:58]([C:65]([C:62]5([CH3:61])[CH2:63][CH2:64]5)=[O:66])[CH2:59][CH2:60]4)[c:48]4[cH:49][cH:50][cH:51][cH:52][c:53]34)[n:31](-[c:33]3[cH:34][cH:35][c:36]([CH3:39])[cH:37][cH:38]3)[n:32]2)[CH2:26][CH2:27]1. The product is Cc1ccc(-n2nc(C3(C)CC3)cc2NC(=O)Nc2cnc(OC3CCN(C(=O)C4(C)CC4)CC3)c3ccccc23)cc1. Starting materials: CCN=C=NCCCN(C)C, Cc1ccc(-n2nc(C3(C)CC3)cc2NC(=O)Nc2cnc(OC3CCNCC3)c3ccccc23)cc1, CC1(C(=O)O)CC1, CCN(C(C)C)C(C)C, ClCCl, Cl, Cl, On1nnc2ccccc21.